This data is from the Open Reaction Database (ORD), a public repository of structured organic reaction records. The task is: describe an organic reaction: reactants, conditions, products, and yield The reactants are C(C)OC1=C(C=CC=C1)O (2-Ethoxyphenol), C(C=O)(=O)O (glyoxylic acid), [OH-].[Na+] (NaOH). Solvent: O (water). Run at time 18 hour. The product is C(C)OC=1C=C(C=CC1O)C(C(=O)O)O ((3-ethoxy-4-hydroxyphenyl)hydroxy-acetic acid). The yield is 61.6%. RXN SMILES: [CH2:1]([O:3][C:4]1[CH:9]=[CH:8][CH:7]=[CH:6][C:5]=1[OH:10])[CH3:2].[C:11]([OH:15])(=[O:14])[CH:12]=[O:13].[OH-].[Na+]>O>[CH2:1]([O:3][C:4]1[CH:9]=[C:8]([CH:12]([OH:13])[C:11]([OH:15])=[O:14])[CH:7]=[CH:6][C:5]=1[OH:10])[CH3:2] |f:2.3|. Procedure details: 2-Ethoxyphenol (56.6, 0.401 mol, 1 eq.), glyoxylic acid (50% aqueous solution) (41.0 mL, 0.396 mol, 0.99 eq.), and distilled water (110 mL) were combined. The mixture was cooled in an ice bath, and a solution of 10% NaOH (32.2 g NaOH in 300 mL distilled water, 0.805 mol, 2 eq.) was slowly added via addition funnel. The reaction was allowed to slowly warm to room temperature, and after ˜18 hours, the solution was washed with ethyl acetate (4×250 mL), then acidified with 6N HCl until pH ˜3. NaCl w... The reactants are S(=O)(Cl)Cl (thionyl chloride), [N+](=O)([O-])C=1C=C(C=C2CCC(NC12)=O)C(=O)O (8-nitro-6-carboxy-3,4-dihydrocarbostyril), CO (methanol). The product is [N+](=O)([O-])C=1C=C(C=C2CCC(NC12)=O)C(=O)OC (8-nitro-6-methoxycarbonyl-3,4-dihydrocarbostyril). Reaction SMILES: S(Cl)(Cl)=O.[N+:5]([C:8]1[CH:9]=[C:10]([C:19]([OH:21])=[O:20])[CH:11]=[C:12]2[C:17]=1[NH:16][C:15](=[O:18])[CH2:14][CH2:13]2)([O-:7])=[O:6].[CH3:22]O>>[N+:5]([C:8]1[CH:9]=[C:10]([C:19]([O:21][CH3:22])=[O:20])[CH:11]=[C:12]2[C:17]=1[NH:16][C:15](=[O:18])[CH2:14][CH2:13]2)([O-:7])=[O:6]. Procedure: 7 ml of thionyl chloride was added to a solution of 15 g of 8-nitro-6-carboxy-3,4-dihydrocarbostyril in 150 ml of methanol with ice-cooling. The mixture was refluxed by heating, for 3 hours. The reaction mixture was concentrated under reduced pressure. The residue was recrystallized from methanol to obtain 12.8 g of 8-nitro-6-methoxycarbonyl-3,4-dihydrocarbostyril as a light yellow powder.